This data is from the Open Reaction Database (ORD), a public repository of structured organic reaction records. The task is: describe an organic reaction: reactants, conditions, products, and yield Starting materials: ClC1=CC=C(C(=O)CNC(=O)C2=CC=C(C(=O)OCC)C=C2)C=C1 (ethyl 4-[N-(4-chlorobenzoylmethyl)carbamoyl]benzoate), COC=1C=CC(=CC1)P2(=S)SP(=S)(S2)C=3C=CC(=CC3)OC (Lawesson's reagent). Yields the product ClC1=CC=C(C=C1)C1=CN=C(S1)C1=CC=C(C(=O)OCC)C=C1 (ethyl 4-[5-(4-chlorophenyl)-2-thiazolyl]benzoate). Yield: 89.0%. As a reaction SMILES: [Cl:1][C:2]1[CH:24]=[CH:23][C:5]([C:6]([CH2:8][NH:9][C:10]([C:12]2[CH:22]=[CH:21][C:15]([C:16]([O:18][CH2:19][CH3:20])=[O:17])=[CH:14][CH:13]=2)=O)=O)=[CH:4][CH:3]=1.COC1C=CC(P2(SP(C3C=CC(OC)=CC=3)(=S)S2)=[S:34])=CC=1>>[Cl:1][C:2]1[CH:24]=[CH:23][C:5]([C:6]2[S:34][C:10]([C:12]3[CH:22]=[CH:21][C:15]([C:16]([O:18][CH2:19][CH3:20])=[O:17])=[CH:14][CH:13]=3)=[N:9][CH:8]=2)=[CH:4][CH:3]=1. Procedure details: In the same manner as in Example 111, ethyl 4-[N-(4-chlorobenzoylmethyl)carbamoyl]benzoate was reacted with Lawesson's reagent to obtain ethyl 4-[5-(4-chlorophenyl)-2-thiazolyl]benzoate. The product was recrystallized from xylene-isopropyl ether. Yield: 89%. Pale yellow prisms. Melting point: 167 to 168° C.